Task: describe an organic reaction: reactants, conditions, products, and yield. Dataset: the Open Reaction Database (ORD), a public repository of structured organic reaction records Starting materials: C([O-])([O-])=O.[K+].[K+] (potassium carbonate), ClC=1C=C(C=CC1Cl)[N+](=O)[O-] (3,4-dichloro-1-nitrobenzene), CC1(OC2=C(C1)C=CC=C2O)C (2,3-dihydro-2,2-dimethyl-7-hydroxybenzofuran). Procedure details: To a mixture containing 32.63 g (0.236 mole) of anhydrous potassium carbonate and 30.41 g (0.158 mole) of 3,4-dichloro-1-nitrobenzene in 250 ml of dry DMF at room temperature and under an atmosphere of nitrogen was added 30.88 g (0.188 mole) of 2,3-dihydro-2,2-dimethyl-7-hydroxybenzofuran. The reaction mixture was then placed in an oil bath and heated to 110° C. for 20 hours The reaction mixture was cooled to room temperature. The DMF was removed under vacuum. The residue was dissolved in 1.5 L ... Product: ClC=1C=C(C=CC1OC1=CC=CC=2CC(OC21)(C)C)[N+](=O)[O-] (3-Chloro-4-(2,3-dihydro-2,2-dimethyl-7-benzofuranyloxy)-1-nitrobenzene). Yield: 95.8%. Run at temperature 110 celsius. The solvent is CN(C)C=O (DMF). RXN SMILES: C(=O)([O-])[O-].[K+].[K+].[Cl:7][C:8]1[CH:9]=[C:10]([N+:15]([O-:17])=[O:16])[CH:11]=[CH:12][C:13]=1Cl.[CH3:18][C:19]1([CH3:29])[CH2:23][C:22]2[CH:24]=[CH:25][CH:26]=[C:27]([OH:28])[C:21]=2[O:20]1>CN(C=O)C>[Cl:7][C:8]1[CH:9]=[C:10]([N+:15]([O-:17])=[O:16])[CH:11]=[CH:12][C:13]=1[O:28][C:27]1[C:21]2[O:20][C:19]([CH3:29])([CH3:18])[CH2:23][C:22]=2[CH:24]=[CH:25][CH:26]=1 |f:0.1.2|. Starting materials: CN1C(=NC=2C1=NC=CC2)CO (3-methylimidazo-[5,4-b]pyridin-2-ylmethanol), N(=NC(=O)N1CCCCC1)C(=O)N1CCCCC1 (1,1'-(azo-dicarbonyl)dipiperidine), OC1=CC=C(C=O)C=C1 (4-hydroxybenzaldehyde), C(CCC)P(CCCC)CCCC (tributylphosphine). Run in C1(=CC=CC=C1)C (toluene). Yields the product C(=O)C1=CC=C(OCC=2N(C3=NC=CC=C3N2)C)C=C1 (2-(4-Formylphenoxymethyl)-3-methylimidazo[5,4-b]pyridine). The yield is 45.2%. As a reaction SMILES: [CH3:1][N:2]1[C:6]2=[N:7][CH:8]=[CH:9][CH:10]=[C:5]2[N:4]=[C:3]1[CH2:11][OH:12].O[C:14]1[CH:21]=[CH:20][C:17]([CH:18]=[O:19])=[CH:16][CH:15]=1.C(P(CCCC)CCCC)CCC.N(C(N1CCCCC1)=O)=NC(N1CCCCC1)=O>C1(C)C=CC=CC=1>[CH:18]([C:17]1[CH:20]=[CH:21][C:14]([O:12][CH2:11][C:3]2[N:2]([CH3:1])[C:6]3[C:5]([N:4]=2)=[CH:10][CH:9]=[CH:8][N:7]=3)=[CH:15][CH:16]=1)=[O:19]. Procedure details: A procedure similar to that described in Preparation 4 was repeated, except that 500 mg of 3-methylimidazo-[5,4-b]pyridin-2-ylmethanol (prepared as described in Preparation 15), 374 mg of 4-hydroxybenzaldehyde, 0.76 ml of tributylphosphine, 773 mg of 1,1'-(azo-dicarbonyl)dipiperidine and 12 ml of toluene were used, and that the product was purified by column chromatography through silica gel, using a gradient elution method, with mixtures of ethyl acetate and methanol in ratios ranging from 1:0 ... Product: Fc1cc(OCc2ccccc2)cnc1-c1ccccc1. Starting materials: O=C([O-])[O-], COCCOC, [Cl-], Fc1cc(OCc2ccccc2)cnc1Cl, [K+], [K+], [Li+], O, OB(O)c1ccccc1, c1ccc(P(c2ccccc2)(c2ccccc2)[Pd](P(c2ccccc2)(c2ccccc2)c2ccccc2)(P(c2ccccc2)(c2ccccc2)c2ccccc2)P(c2ccccc2)(c2ccccc2)c2ccccc2)cc1. Reaction SMILES: [C:28](=[O:29])([O-:30])[O-:31].[CH3:112][O:113][CH2:114][CH2:115][O:116][CH3:117].[Cl-:27].[Cl:1][c:2]1[n:3][cH:4][c:5]([O:9][CH2:10][c:11]2[cH:12][cH:13][cH:14][cH:15][cH:16]2)[cH:6][c:7]1[F:8].[K+:32].[K+:33].[Li+:26].[OH2:34].[OH:17][B:18]([OH:19])[c:20]1[cH:21][cH:22][cH:23][cH:24][cH:25]1.[cH:35]1[cH:36][cH:37][c:38]([P:39]([Pd:40]([P:41]([c:42]2[cH:43][cH:44][cH:45][cH:46][cH:47]2)([c:48]2[cH:49][cH:50][cH:51][cH:52][cH:53]2)[c:54]2[cH:55][cH:56][cH:57][cH:58][cH:59]2)([P:60]([c:61]2[cH:62][cH:63][cH:64][cH:65][cH:66]2)([c:67]2[cH:68][cH:69][cH:70][cH:71][cH:72]2)[c:73]2[cH:74][cH:75][cH:76][cH:77][cH:78]2)[P:79]([c:80]2[cH:81][cH:82][cH:83][cH:84][cH:85]2)([c:86]2[cH:87][cH:88][cH:89][cH:90][cH:91]2)[c:92]2[cH:93][cH:94][cH:95][cH:96][cH:97]2)([c:98]2[cH:99][cH:100][cH:101][cH:102][cH:103]2)[c:104]2[cH:105][cH:106][cH:107][cH:108][cH:109]2)[cH:110][cH:111]1>>[c:2]1(-[c:20]2[cH:21][cH:22][cH:23][cH:24][cH:25]2)[n:3][cH:4][c:5]([O:9][CH2:10][c:11]2[cH:12][cH:13][cH:14][cH:15][cH:16]2)[cH:6][c:7]1[F:8]. The reactants are CC(=O)Oc1cccc2c1Oc1ccccc1C21CCN(Cc2ccccc2)CC1, CC=O, Cl. The product is CC(=O)Oc1cccc2c1Oc1ccccc1C21CCNCC1, Cl. Reaction SMILES: [C:2]([CH3:3])(=[O:4])[O:5][c:6]1[cH:7][cH:8][cH:9][c:10]2[c:11]1[O:12][c:13]1[cH:14][cH:15][cH:16][cH:17][c:18]1[C:19]21[CH2:20][CH2:21][N:22]([CH2:25][c:26]2[cH:27][cH:28][cH:29][cH:30][cH:31]2)[CH2:23][CH2:24]1.[CH:32](=[O:33])[CH3:34].[ClH:1]>>[C:2]([CH3:3])(=[O:4])[O:5][c:6]1[cH:7][cH:8][cH:9][c:10]2[c:11]1[O:12][c:13]1[cH:14][cH:15][cH:16][cH:17][c:18]1[C:19]21[CH2:20][CH2:21][NH:22][CH2:23][CH2:24]1.[ClH:1]. The reactants are ClCCl (dichloromethane), [N+](=O)([O-])C=1C(=C(C=CC1)C#C[Si](C)(C)C)C#C[Si](C)(C)C (((3-nitro-1,2-phenylene)bis(ethyne-2,1-diyl))bis(trimethylsilane)), [F-].[Cs+] (CsF), FC1=C(C(=C(C(=N1)F)F)F)F (pentafluoropyridine). The solvent is [Cl-].[Na+].O (brine), CN(C)C=O (DMF), CN(C)C=O (DMF). Reaction conditions: time 20 hour. Yields the product [N+](=O)([O-])C=1C(=C(C=CC1)C#CC1=C(C(=NC(=C1F)F)F)F)C#CC1=C(C(=NC(=C1F)F)F)F (4,4′-((3-Nitro-1,2-phenylene)bis(ethyne-2,1-diyl))bis(2,3,5,6-tetrafluoropyridine)). Yield: 42.0%. As a reaction SMILES: [N+:1]([C:4]1[C:5]([C:16]#[C:17][Si](C)(C)C)=[C:6]([C:10]#[C:11][Si](C)(C)C)[CH:7]=[CH:8][CH:9]=1)([O-:3])=[O:2].[F-:22].[Cs+].[F:24][C:25]1[N:30]=[C:29]([F:31])[C:28]([F:32])=[C:27](F)[C:26]=1[F:34].ClCCl>CN(C=O)C.[Cl-].[Na+].O>[N+:1]([C:4]1[C:5]([C:16]#[C:17][C:27]2[C:28]([F:32])=[C:29]([F:31])[N:30]=[C:25]([F:24])[C:26]=2[F:34])=[C:6]([C:10]#[C:11][C:27]2[C:26]([F:22])=[C:25]([F:24])[N:30]=[C:29]([F:31])[C:28]=2[F:32])[CH:7]=[CH:8][CH:9]=1)([O-:3])=[O:2] |f:1.2,6.7.8|. Procedure details: A solution of ((3-nitro-1,2-phenylene)bis(ethyne-2,1-diyl))bis(trimethylsilane) (2.89 g, 9.16 mmol) in DMF (20 mL) was added into 20 mL of CsF(4.17 g, 27.5 mmol) solution in DMF. Into the mixture, pentafluoropyridine (3.87 g, 22.9 mmol) was added slowly at 0° C. The reaction mixture was stirred for 20 hrs, and brine (50 mL) and dichloromethane (100 mL) were added. Organic phase was separated and washed with water (50 mL×3). Solvent was evaporated by rotary evaporation and the residue was chromat...